Dataset: the Open Reaction Database (ORD), a public repository of structured organic reaction records. Task: describe an organic reaction: reactants, conditions, products, and yield Starting materials: COc1c(C)ccc(C(=O)NN(C(=O)c2cc(C)cc(C)c2)C(C)(C)C)c1S(C)=O, ClCCCl, O=C(OO)c1cccc(Cl)c1. Yields the product COc1c(C)ccc(C(=O)NN(C(=O)c2cc(C)cc(C)c2)C(C)(C)C)c1S(C)(=O)=O. Reaction SMILES: [C:1]([CH3:2])([CH3:3])([CH3:4])[N:5]([NH:6][C:7]([c:8]1[c:9]([S:17](=[O:18])[CH3:19])[c:10]([O:15][CH3:16])[c:11]([CH3:14])[cH:12][cH:13]1)=[O:20])[C:21]([c:22]1[cH:23][c:24]([CH3:29])[cH:25][c:26]([CH3:28])[cH:27]1)=[O:30].[CH2:42]([Cl:43])[CH2:44][Cl:45].[Cl:31][c:32]1[cH:33][cH:34][cH:35][c:36]([C:37]([O:38][OH:40])=[O:39])[cH:41]1>>[C:1]([CH3:2])([CH3:3])([CH3:4])[N:5]([NH:6][C:7]([c:8]1[c:9]([S:17](=[O:18])([CH3:19])=[O:39])[c:10]([O:15][CH3:16])[c:11]([CH3:14])[cH:12][cH:13]1)=[O:20])[C:21]([c:22]1[cH:23][c:24]([CH3:29])[cH:25][c:26]([CH3:28])[cH:27]1)=[O:30]. The reactants are C(CCC)[Sn](CCCC)(CCCC)N=[N+]=[N-] (tributyltin azide), C(#N)C(=O)OCC (ethyl cyanoformate). Run in C1=CC=CC=C1 (benzene). Yields the product N1N=NN=C1C(=O)OCC (ethyl tetrazole-5-carboxylate). Reaction SMILES: C([Sn]([N:14]=[N+:15]=[N-:16])(CCCC)CCCC)CCC.[C:17]([C:19]([O:21][CH2:22][CH3:23])=[O:20])#[N:18]>C1C=CC=CC=1>[NH:18]1[C:17]([C:19]([O:21][CH2:22][CH3:23])=[O:20])=[N:14][N:15]=[N:16]1. Reported procedure: A solution of tributyltin azide (6.65 g) and ethyl cyanoformate (1.98 g) in dry benzene (25 ml) was heated at reflux for 48 hours. The benzene was removed under reduced pressure and the residue was dissolved in an excess quantity of a dry solution of hydrogen chloride in ethanol. The mixture was allowed to stand, and then the ethanol was removed in vacuo on the rotary evaporator to give a red oil. Chromatography of this oil on a column of silica gel, eluting with a mixture of methanol and chloro...